From a dataset of the Open Reaction Database (ORD), a public repository of structured organic reaction records. describe an organic reaction: reactants, conditions, products, and yield The reactants are C(C)(=O)OC(C)=O (acetic anhydride), CC1(C=2C=CC(=CC2C(CC1)(C)C)C#CC1=CC=C(CO)C=C1)C (4-[(5,6,7,8-Tetrahydro-5,5,8,8-tetramethylnaphth-2-yl)-ethynyl]-benzyl alcohol). Run in N1=CC=CC=C1 (pyridine). Yield: 77.0%. Procedure details: 1.7 ml of acetic anhydride were added to a mixture of 1.5 g (4.7 millimoles) of 4-[(5,6,7,8-tetrahydro-5,5,8,8-tetramethylnaphth-2-yl)-ethynyl]-benzyl alcohol (Example 20) and 8.7 ml of pyridine. The mixture was stirred for 16 hours at room temperature, after which it was poured onto ice/water and acidified. The precipitated solid was filtered off under suction, washed with water and dried. 1.3 g (77%) of the title compound of melting point 136°-139° C. were obtained in this manner. Reaction SMILES: [C:1]([O:4][C:5](=[O:7])[CH3:6])(=O)[CH3:2].[CH3:8][C:9]1([CH3:31])[CH2:18][CH2:17][C:16]([CH3:20])([CH3:19])[C:15]2[CH:14]=[C:13]([C:21]#[C:22][C:23]3[CH:30]=[CH:29]C(CO)=[CH:25][CH:24]=3)[CH:12]=[CH:11][C:10]1=2>N1C=CC=CC=1>[C:5]([O:4][CH2:1][C:2]1[CH:29]=[CH:30][C:23]([C:22]#[C:21][C:13]2[CH:12]=[CH:11][C:10]3[C:9]([CH3:31])([CH3:8])[CH2:18][CH2:17][C:16]([CH3:20])([CH3:19])[C:15]=3[CH:14]=2)=[CH:24][CH:25]=1)(=[O:7])[CH3:6]. Run at time 16 hour. Product: C(C)(=O)OCC1=CC=C(C=C1)C#CC1=CC=2C(CCC(C2C=C1)(C)C)(C)C (4-[(5,6,7,8-Tetrahydro-5,5,8,8-tetramethylnaphth-2-yl)-ethynyl]-benzyl acetate).